Dataset: the Open Reaction Database (ORD), a public repository of structured organic reaction records. Task: describe an organic reaction: reactants, conditions, products, and yield Reactants: FC(CNC1=CC(=C(C#N)C=C1)C(F)(F)F)(F)F (4-[(2,2,2-trifluoroethyl)amino]-2-(trifluoromethyl)benzonitrile), BrCC(C(=O)OC)=C (methyl 2-(bromomethyl)acrylate). The product is C(#N)C1=C(C=C(C=C1)N(CC(F)(F)F)CC(C(=O)OC)=C)C(F)(F)F (Methyl 2-{[[4-cyano-3-(trifluoromethyl)phenyl](2,2,2-trifluoroethyl)amino]methyl}acrylate). As a reaction SMILES: [F:1][C:2]([F:18])([F:17])[CH2:3][NH:4][C:5]1[CH:12]=[CH:11][C:8]([C:9]#[N:10])=[C:7]([C:13]([F:16])([F:15])[F:14])[CH:6]=1.Br[CH2:20][C:21](=[CH2:26])[C:22]([O:24][CH3:25])=[O:23]>>[C:9]([C:8]1[CH:11]=[CH:12][C:5]([N:4]([CH2:26][C:21](=[CH2:20])[C:22]([O:24][CH3:25])=[O:23])[CH2:3][C:2]([F:17])([F:18])[F:1])=[CH:6][C:7]=1[C:13]([F:16])([F:14])[F:15])#[N:10]. Reported procedure: Synthesized as described in example 2 from 4-[(2,2,2-trifluoroethyl)amino]-2-(trifluoromethyl)benzonitrile and methyl 2-(bromomethyl)acrylate: MS (ES) m/z 367 (M+1). Reactants: BrC1=C(C(=O)OCC)C=CC(=C1OCCOC)S(=O)(=O)CC (ethyl 2-bromo-3-(2-methoxyethoxy)-4ethylsulfonylbenzoate), [OH-].[Na+] (sodium hydroxide), CCOCC (ether). Run in CO.O (methanol water). Conditions: time 8 hour. The product is BrC1=C(C(=O)O)C=CC(=C1OCCOC)S(=O)(=O)CC (2-bromo-3-(2-methoxyethoxy)-4-ethylsulfonylbenzoic acid). Yield: 89.9%. Reaction SMILES: [Br:1][C:2]1[C:12]([O:13][CH2:14][CH2:15][O:16][CH3:17])=[C:11]([S:18]([CH2:21][CH3:22])(=[O:20])=[O:19])[CH:10]=[CH:9][C:3]=1[C:4]([O:6]CC)=[O:5].[OH-].[Na+].CCOCC>CO.O>[Br:1][C:2]1[C:12]([O:13][CH2:14][CH2:15][O:16][CH3:17])=[C:11]([S:18]([CH2:21][CH3:22])(=[O:20])=[O:19])[CH:10]=[CH:9][C:3]=1[C:4]([OH:6])=[O:5] |f:1.2,4.5|. Procedure: To 7.26 g (0.02 mole) of the ethyl 2-bromo-3-(2-methoxyethoxy)-4ethylsulfonylbenzoate in 50 mL of 80% methanol/water was added 1.2 g (0.03 mole) of sodium hydroxide. After stirring at room temperature overnight, 100 mL of ether was added and the organic phase was extracted three times with 50 mL of 1 N NaOH. The combined base extracts were acidified and extracted three times with methylene chloride. The methylene chloride was dried and concentrated to yield 6.6 grams of 2-bromo-3-(2-methoxyethox... The reactants are C(CCCCCCCCCCCCCCCCC)(=O)O (stearic acid), [OH-].[Na+] (sodium hydroxide). Solvent: CO (methanol). Yields the product C(CCCCCCCCCCCCCCCCC)(=O)[O-].[Na+] (sodium stearate). Yield: 146.7%. As a reaction SMILES: [C:1]([OH:20])(=[O:19])[CH2:2][CH2:3][CH2:4][CH2:5][CH2:6][CH2:7][CH2:8][CH2:9][CH2:10][CH2:11][CH2:12][CH2:13][CH2:14][CH2:15][CH2:16][CH2:17][CH3:18].[OH-].[Na+:22]>CO>[C:1]([O-:20])(=[O:19])[CH2:2][CH2:3][CH2:4][CH2:5][CH2:6][CH2:7][CH2:8][CH2:9][CH2:10][CH2:11][CH2:12][CH2:13][CH2:14][CH2:15][CH2:16][CH2:17][CH3:18].[Na+:22] |f:1.2,4.5|. Reported procedure: GPC in an amount of 5.14 g, 350 ml of methanol, 11.58 g of stearic acid and 1.63 g of sodium hydroxide were mixed to give a uniform solution at 50° C. and then concentrated to dryness to obtain 18.3 g of sodium stearate-supported GPC. Reactants: BrC=1C=C(N)C=CC1 (3-bromo aniline), C(#N)C1=C(C=CC(=C1)[N+](=O)[O-])N=CN(C)C (N′-(2-cyano-4-nitrophenyl)-N,N-dimethylformamidine). Solvent: C(C)(=O)O (acetic acid). Run at temperature 148 celsius. The product is BrC=1C=C(C=CC1)NC1=NC=NC2=CC=C(C=C12)[N+](=O)[O-] (N-(3-bromophenyl)-6-nitro4-quinazolinamine). As a reaction SMILES: [Br:1][C:2]1[CH:3]=[C:4]([CH:6]=[CH:7][CH:8]=1)[NH2:5].C([C:11]1[CH:16]=[C:15]([N+:17]([O-:19])=[O:18])[CH:14]=[CH:13][C:12]=1[N:20]=[CH:21][N:22]([CH3:24])C)#N>C(O)(=O)C>[Br:1][C:2]1[CH:3]=[C:4]([NH:5][C:24]2[C:11]3[C:12](=[CH:13][CH:14]=[C:15]([N+:17]([O-:19])=[O:18])[CH:16]=3)[N:20]=[CH:21][N:22]=2)[CH:6]=[CH:7][CH:8]=1. Procedure: A solution of 23.74 ml of 3-bromo aniline and 40.5 g N′-(2-cyano-4-nitrophenyl)-N,N-dimethylformamidine in 100 ml of glacial acetic acid was stirred and heated in an oil bath at 148° C. for 1.5 hours. On cooling, filtration of the resulting solid gives a quantitative yield of N-(3-bromophenyl)-6-nitro4-quinazolinamine: mp=267-270° C.; mass spectrum (m/e): 345. Starting materials: N#Cc1ccccc1-c1ccc(CBr)cc1Cl, CCCC(=O)CC(=O)OCC, Cl, [H-], [Na+], C1CCOC1. The product is CCCC(=O)C(Cc1ccc(-c2ccccc2C#N)c(Cl)c1)C(=O)OCC. As a reaction SMILES: [Br:14][CH2:15][c:16]1[cH:17][c:18]([Cl:30])[c:19](-[c:22]2[c:23]([C:28]#[N:29])[cH:24][cH:25][cH:26][cH:27]2)[cH:20][cH:21]1.[C:3]([CH2:4][CH2:5][CH3:6])(=[O:7])[CH2:8][C:9](=[O:10])[O:11][CH2:12][CH3:13].[ClH:31].[H-:1].[Na+:2].[O:32]1[CH2:33][CH2:34][CH2:35][CH2:36]1>>[C:3]([CH2:4][CH2:5][CH3:6])(=[O:7])[CH:8]([C:9](=[O:10])[O:11][CH2:12][CH3:13])[CH2:15][c:16]1[cH:17][c:18]([Cl:30])[c:19](-[c:22]2[c:23]([C:28]#[N:29])[cH:24][cH:25][cH:26][cH:27]2)[cH:20][cH:21]1. The reactants are O=C([O-])O, CO, NN, [Na+], O, CC12CC(c3ccc(OCCCCCS(=O)(=O)CCCC(F)(F)C(F)(F)F)cc3)C3c4ccc(O)cc4CCC3C1CCC2=O, Cc1ccc(S(=O)(=O)O)cc1. Yields the product CC12CC(c3ccc(OCCCCCS(=O)(=O)CCCC(F)(F)C(F)(F)F)cc3)C3c4ccc(O)cc4CCC3C1CCC2=NN. As a reaction SMILES: [C:60](=[O:61])([OH:62])[O-:63].[CH3:65][OH:66].[NH2:2][NH2:3].[Na+:64].[OH2:1].[OH:15][c:16]1[cH:17][c:18]2[c:31]([cH:32][cH:33]1)[CH:30]1[CH:21]([CH2:20][CH2:19]2)[CH:22]2[CH2:23][CH2:24][C:25](=[O:59])[C:26]2([CH3:27])[CH2:28][CH:29]1[c:34]1[cH:35][cH:36][c:37]([O:40][CH2:41][CH2:42][CH2:43][CH2:44][CH2:45][S:46](=[O:47])(=[O:48])[CH2:49][CH2:50][CH2:51][C:52]([C:53]([F:54])([F:55])[F:56])([F:57])[F:58])[cH:38][cH:39]1.[c:4]1([CH3:5])[cH:6][cH:7][c:8]([S:9]([OH:10])(=[O:11])=[O:12])[cH:13][cH:14]1>>[N:2]([NH2:3])=[C:25]1[CH2:24][CH2:23][CH:22]2[CH:21]3[CH2:20][CH2:19][c:18]4[cH:17][c:16]([OH:15])[cH:33][cH:32][c:31]4[CH:30]3[CH:29]([c:34]3[cH:35][cH:36][c:37]([O:40][CH2:41][CH2:42][CH2:43][CH2:44][CH2:45][S:46](=[O:47])(=[O:48])[CH2:49][CH2:50][CH2:51][C:52]([C:53]([F:54])([F:55])[F:56])([F:57])[F:58])[cH:38][cH:39]3)[CH2:28][C:26]21[CH3:27]. Reactants: COC1=CC=C2C(C(NC2=C1)=O)=O (6-methoxyindoline-2,3-dione), C(=O)([O-])[O-].[K+].[K+] (K2CO3), BrCC(=O)OC(C)(C)C (tert-butyl 2-bromoacetate). The solvent is C(C)#N (acetonitrile). The product is COC1=CC=C2C(C(N(C2=C1)CC(=O)OC(C)(C)C)=O)=O (tert-butyl 2-(6-methoxy-2,3-dioxoindolin-1-yl)acetate). The yield is 95.5%. RXN SMILES: [CH3:1][O:2][C:3]1[CH:11]=[C:10]2[C:6]([C:7](=[O:13])[C:8](=[O:12])[NH:9]2)=[CH:5][CH:4]=1.C([O-])([O-])=O.[K+].[K+].Br[CH2:21][C:22]([O:24][C:25]([CH3:28])([CH3:27])[CH3:26])=[O:23]>C(#N)C>[CH3:1][O:2][C:3]1[CH:11]=[C:10]2[C:6]([C:7](=[O:13])[C:8](=[O:12])[N:9]2[CH2:21][C:22]([O:24][C:25]([CH3:28])([CH3:27])[CH3:26])=[O:23])=[CH:5][CH:4]=1 |f:1.2.3|. Procedure details: To a solution of 6-methoxyindoline-2,3-dione (350 mg, 1.976 mmol) in acetonitrile (10 ml), K2CO3 (328 mg, 2.371 mmol) and tert-butyl 2-bromoacetate (350 μl, 2.371 mmol) were added, and the mixture was reacted at room temperature overnight. The insoluble inorganic salts were filtered off and the solvent was evaporated obtaining the crude title compound (550 mg, 1.888 mmol, 96% yield). MS/ESI+ 292.1 [MH]+. The crude was used in the next step without further purification.